Dataset: the Open Reaction Database (ORD), a public repository of structured organic reaction records. Task: describe an organic reaction: reactants, conditions, products, and yield Reactants: [BH4-].[Na+] (sodium borohydride), N (ammonia), COC(CC1=C(C=C(C=C1)Cl)C(C1=C(C(=CC=C1)OC)OC)C#N)=O (Methyl{4-chloro-2-[cyano(2,3-dimethoxyphenyl)methyl]phenyl}acetate), Cl (hydrochloric acid). The reagents and catalysts are O.O.O.O.O.O.[Co](Cl)Cl (cobalt(II) chloride hexahydrate). The solvent is CO (methanol). Reaction conditions: temperature 0 celsius. The product is ClC1=CC2=C(CC(NCC2C2=C(C(=CC=C2)OC)OC)=O)C=C1 (7-Chloro-5-(2,3-dimethoxyphenyl)-1,3,4,5-tetrahydro-2H-3-benzazepin-2-one). RXN SMILES: C[O:2][C:3](=O)[CH2:4][C:5]1[CH:10]=[CH:9][C:8]([Cl:11])=[CH:7][C:6]=1[CH:12]([C:23]#[N:24])[C:13]1[CH:18]=[CH:17][CH:16]=[C:15]([O:19][CH3:20])[C:14]=1[O:21][CH3:22].[BH4-].[Na+].Cl.N>CO.O.O.O.O.O.O.[Co](Cl)Cl>[Cl:11][C:8]1[CH:9]=[CH:10][C:5]2[CH2:4][C:3](=[O:2])[NH:24][CH2:23][CH:12]([C:13]3[CH:18]=[CH:17][CH:16]=[C:15]([O:19][CH3:20])[C:14]=3[O:21][CH3:22])[C:6]=2[CH:7]=1 |f:1.2,6.7.8.9.10.11.12|. Procedure details: 118 mg of the compound from Example 27A (0.33 mol) are dissolved in 2.3 ml of methanol, and 156 mg of cobalt(II) chloride hexahydrate (0.66 mol) are added. While stirring at 0° C., 133 mg of sodium borohydride (3.51 mol) are added in portions over the course of 10 min. The reaction mixture is stirred at 0° C. for 30 min and at room temperature for 1 h. For working up, 7 ml of 1 N hydrochloric acid are added, and the mixture is stirred until a homogeneous solution results. The solution is made ba... The reactants are ICCC1=CC=C(C(=O)OCC)C=C1 (Ethyl 4-iodoethylbenzoate), C(C)OC1=C(C(=C(C=C1)B(O)O)F)F (4-ethoxy-2,3-difluorophenylboronic acid), C([O-])([O-])=O.[K+].[K+] (potassium carbonate). The reagents and catalysts are [Pd] (Pd/C). The solvent is C1(=CC=CC=C1)C (toluene), O (water), O (water), C(C)O (ethanol), C1(=CC=CC=C1)C (toluene). Reaction conditions: temperature 25 celsius. Yields the product C(C)OC1=C(C(=C(C=C1)C1=CC=C(C=C1)C(=O)OCC)F)F (ethyl 4-ethoxy-2,3-difluoro-4′-biphenylcarboxylate). Yield: 74.7%. Reaction SMILES: ICC[C:4]1[CH:14]=[CH:13][C:7]([C:8]([O:10][CH2:11][CH3:12])=[O:9])=[CH:6][CH:5]=1.[CH2:15]([O:17][C:18]1[CH:23]=[CH:22][C:21](B(O)O)=[C:20]([F:27])[C:19]=1[F:28])[CH3:16].C(=O)([O-])[O-].[K+].[K+]>[Pd].C1(C)C=CC=CC=1.O.C(O)C>[CH2:15]([O:17][C:18]1[CH:23]=[CH:22][C:21]([C:4]2[CH:14]=[CH:13][C:7]([C:8]([O:10][CH2:11][CH3:12])=[O:9])=[CH:6][CH:5]=2)=[C:20]([F:27])[C:19]=1[F:28])[CH3:16] |f:2.3.4|. Procedure details: Ethyl 4-iodoethylbenzoate (1) (25.0 g), 4-ethoxy-2,3-difluorophenylboronic acid (2) (20.1 g), potassium carbonate (25.0 g), Pd/C (0.25 g), toluene (100 ml), ethanol (100 ml) and water (100 ml) were put in a reaction vessel under a nitrogen atmosphere, and heated under reflux for 2 hours. The reaction mixture was cooled to 25° C., and then poured into water (500 ml) and toluene (500 ml), and mixed. The mixture was then allowed to stand until it had separated into two phases of organic and aqueous... Reactants: solution, [H-].C(C(C)C)[Al+]CC(C)C (diisobutylaluminum hydride), C(Cl)Cl (methylene chloride), CCOCC (ether), [C@@H]([C@H](C(=O)[O-])O)(C(=O)[O-])O.[Na+].[K+] (Rochelle salt). Run at temperature 0 celsius, time 2 hour. Product: C(=CCCCCC)O.C1CCCC1 (cyclopentane heptenol), [ 1α,2β,3α,5α ]. Yield: 70.0%. Reaction SMILES: [H-].[CH2:2]([Al+]C[CH:8]([CH3:10])[CH3:9])[CH:3](C)[CH3:4].C(Cl)Cl.CCO[CH2:17][CH3:18].[C@H:19](O)([C:25]([O-])=O)[C@@H:20](O)[C:21]([O-])=[O:22].[Na+].[K+]>>[CH:21]([OH:22])=[CH:20][CH2:19][CH2:25][CH2:10][CH2:8][CH3:9].[CH2:18]1[CH2:17][CH2:4][CH2:3][CH2:2]1 |f:0.1,4.5.6,7.8|. Reported procedure: A 1.0M solution of diisobutylaluminum hydride in methylene chloride (3.3 ml, 3.3 mmol) was added at 0° C. to the tris (THP) ether (687 mg, 1.11 mmol) obtained above. The resulting solution was stirred at 0° C. for 2 h and worked up by the addition of a saturated solution of Rochelle salt. The mixture was extracted three times with ethyl acetate The organic extract was washed with brine and dried over magnesium sulfate. The solvent was evaporated to give 578 mg of crude product which was chromato...